Task: describe an organic reaction: reactants, conditions, products, and yield. Dataset: the Open Reaction Database (ORD), a public repository of structured organic reaction records Reactants: CC(=O)OC(C)=O, CC1CNCC2Cc3cc4c(nc3N12)COC4, ClCCl, [Na+], [OH-], O, O=P(O)(O)O. Product: CC(=O)N1CC(C)N2c3nc4c(cc3CC2C1)COC4. RXN SMILES: [C:23]([CH3:24])(=[O:25])[O:26][C:27](=[O:28])[CH3:29].[CH3:6][CH:7]1[N:8]2[c:9]3[n:10][c:11]4[c:12]([cH:13][c:14]3[CH2:15][CH:16]2[CH2:17][NH:18][CH2:19]1)[CH2:20][O:21][CH2:22]4.[Cl:33][CH2:34][Cl:35].[Na+:31].[OH-:30].[OH2:32].[P:1]([OH:2])([OH:3])([OH:4])=[O:5]>>[CH3:6][CH:7]1[N:8]2[c:9]3[n:10][c:11]4[c:12]([cH:13][c:14]3[CH2:15][CH:16]2[CH2:17][N:18]([C:23]([CH3:24])=[O:25])[CH2:19]1)[CH2:20][O:21][CH2:22]4.